From a dataset of the Open Reaction Database (ORD), a public repository of structured organic reaction records. describe an organic reaction: reactants, conditions, products, and yield Reactants: [H-].[Na+] (sodium hydride), C1(=CC=CC=C1)P(C1=CC=CC=C1)C1=CC=CC=C1 (triphenylphosphine), ClCC1=CC=CC=2N1C=NC2 (5-chloromethylimidazo[1,5-a]pyridine), OC1=CC=C(C=O)C=C1 (p-hydroxybenzaldehyde), S(O)(O)(=O)=O (sulfuric acid). Run in O1CCCC1 (tetrahydrofuran), O1CCCC1 (tetrahydrofuran). The product is Imidazo[1,5-a]pyridine 5-methyltriphenylphosphonium chloride, OC1=CC=C(C=C1)C=CC1=CC=CC=2N1C=NC2 (5-[2-(p-hydroxyphenyl)-ethen-1-yl]-imidazo[1,5-a]pyridine). Reaction SMILES: C1(P(C2C=CC=CC=2)C2C=CC=CC=2)C=CC=CC=1.Cl[CH2:21][C:22]1[N:27]2[CH:28]=[N:29][CH:30]=[C:26]2[CH:25]=[CH:24][CH:23]=1.[H-].[Na+].[OH:33][C:34]1[CH:41]=[CH:40][C:37]([CH:38]=O)=[CH:36][CH:35]=1.S(=O)(=O)(O)O>O1CCCC1>[OH:33][C:34]1[CH:41]=[CH:40][C:37]([CH:38]=[CH:21][C:22]2[N:27]3[CH:28]=[N:29][CH:30]=[C:26]3[CH:25]=[CH:24][CH:23]=2)=[CH:36][CH:35]=1 |f:2.3|. Reported procedure: Imidazo[1,5-a]pyridine-5-methyltriphenylphosphonium chloride (4.29 g), which is prepared from equimolar quantities of triphenylphosphine and 5-chloromethylimidazo[1,5-a]pyridine, is added to slurry of sodium hydride (0.5 g, 50% mineral oil dispersion) in 100 ml of dry tetrahydrofuran at 0° under nitrogen. After 1 hour at 0° a solution of p-hydroxybenzaldehyde (0.61 g) in 15 ml of dry tetrahydrofuran is added. The reaction is allowed to warm to room temperature, is then refluxed for 1 hour, coole... Reactants: CCO, CC(=O)C1CC(Cn2ccnc2)(c2ccc(Cl)cc2)N(C)O1, Cl, Cl, NO, [Na+], [OH-]. The product is CC(=NO)C1CC(Cn2ccnc2)(c2ccc(Cl)cc2)N(C)O1. As a reaction SMILES: [CH3:29][CH2:30][OH:31].[Cl:1][c:2]1[cH:3][cH:4][c:5]([C:8]2([CH2:17][n:18]3[cH:19][n:20][cH:21][cH:22]3)[N:9]([CH3:16])[O:10][CH:11]([C:13]([CH3:14])=[O:15])[CH2:12]2)[cH:6][cH:7]1.[ClH:23].[ClH:28].[NH2:24][OH:25].[Na+:27].[OH-:26]>>[Cl:1][c:2]1[cH:3][cH:4][c:5]([C:8]2([CH2:17][n:18]3[cH:19][n:20][cH:21][cH:22]3)[N:9]([CH3:16])[O:10][CH:11]([C:13]([CH3:14])=[N:24][OH:25])[CH2:12]2)[cH:6][cH:7]1. Solvent: O1CCCC1 (tetrahydrofuran), O1CCCC1 (tetrahydrofuran). Run at time 1 hour. The yield is 95.3%. RXN SMILES: [CH3:1][O:2][C:3](=[O:32])[CH2:4][CH2:5][CH2:6][CH2:7][C:8]1[O:12][C:11]2[CH2:13][C@@H:14]([O:25][CH:26]3[CH2:31][CH2:30][CH2:29][CH2:28][O:27]3)[C@H:15]([CH2:16][O:17][Si](C(C)(C)C)(C)C)[C:10]=2[CH:9]=1.[F-].C([N+](CCCC)(CCCC)CCCC)CCC>O1CCCC1>[CH3:1][O:2][C:3](=[O:32])[CH2:4][CH2:5][CH2:6][CH2:7][C:8]1[O:12][C:11]2[CH2:13][C@@H:14]([O:25][CH:26]3[CH2:31][CH2:30][CH2:29][CH2:28][O:27]3)[C@H:15]([CH2:16][OH:17])[C:10]=2[CH:9]=1 |f:1.2|. Starting materials: COC(CCCCC1=CC2=C(O1)C[C@H]([C@@H]2CO[Si](C)(C)C(C)(C)C)OC2OCCCC2)=O (5-[(4S,5R)-4-tert-Butyldimethylsilyloxymethyl-5-(tetrahydropyran-2-yloxy)-5,6-dihydro-4H-cyclopenta[b]furan-2-yl]pentanoic Acid Methyl Ester), [F-].C(CCC)[N+](CCCC)(CCCC)CCCC (tetrabutylammonium fluoride). Reported procedure: A solution of 900 mg of the furan derivative produced in Example 12 in 120 ml of absolute tetrahydrofuran is combined with 960 mg of tetrabutylammonium fluoride dissolved in 10 ml of tetrahydrofuran, and the mixture is stirred under argon at room temperature for 1 hour. Thereafter the reaction solution is precipitated into ice water, and the aqueous phase is extracted repeatedly with ether. The organic phases are combined, washed with water and then with semisaturated sodium chloride solution, d... Product: COC(CCCCC1=CC2=C(O1)C[C@H]([C@@H]2CO)OC2OCCCC2)=O (5-[(4S,5R)-4-Hydroxymethyl-5-(tetrahydropyran-2-yloxy)-5,6-dihydro-4H-cyclopenta[b]furan-2-yl]-pentanoic Acid Methyl Ester). The reactants are C(C)[C@H]1CCC=2C(=NC=NC2C1)N1CCOC2=C(C1)C=C(C=C2)B(O)O ({4-[(7S)-7-ethyl-5,6,7,8-tetrahydroquinazolin-4-yl]-2,3,4,5-tetrahydro-1,4-benzoxazepin-7-yl}boronic acid), NC1=NC=C(C=C1S(=O)(=O)N1C[C@@H](CC1)NC(OC(C)(C)C)=O)Br (1,1-dimethylethyl {(3R)-1-[(2-amino-5-bromopyridin-3-yl)sulfonyl]pyrrolidin-3-yl}carbamate). Yields the product N[C@H]1CN(CC1)S(=O)(=O)C=1C(=NC=C(C1)C=1C=CC2=C(CN(CCO2)C2=NC=NC=3C[C@H](CCC23)CC)C1)N (3-{[(3R)-3-aminopyrrolidin-1-yl]sulfonyl}-5-{4-[(7S)-7-ethyl-5,6,7,8-tetrahydroquinazolin-4-yl]-2,3,4,5-tetrahydro-1,4-benzoxazepin-7-yl}pyridin-2-amine). Reaction SMILES: [CH2:1]([C@@H:3]1[CH2:12][C:11]2[N:10]=[CH:9][N:8]=[C:7]([N:13]3[CH2:19][C:18]4[CH:20]=[C:21](B(O)O)[CH:22]=[CH:23][C:17]=4[O:16][CH2:15][CH2:14]3)[C:6]=2[CH2:5][CH2:4]1)[CH3:2].[NH2:27][C:28]1[C:33]([S:34]([N:37]2[CH2:41][CH2:40][C@@H:39]([NH:42]C(=O)OC(C)(C)C)[CH2:38]2)(=[O:36])=[O:35])=[CH:32][C:31](Br)=[CH:30][N:29]=1>>[NH2:42][C@@H:39]1[CH2:40][CH2:41][N:37]([S:34]([C:33]2[C:28]([NH2:27])=[N:29][CH:30]=[C:31]([C:21]3[CH:22]=[CH:23][C:17]4[O:16][CH2:15][CH2:14][N:13]([C:7]5[C:6]6[CH2:5][CH2:4][C@H:3]([CH2:1][CH3:2])[CH2:12][C:11]=6[N:10]=[CH:9][N:8]=5)[CH2:19][C:18]=4[CH:20]=3)[CH:32]=2)(=[O:35])=[O:36])[CH2:38]1. Procedure details: Prepared according to the method of example 5 by using {4-[(7S)-7-ethyl-5,6,7,8-tetrahydroquinazolin-4-yl]-2,3,4,5-tetrahydro-1,4-benzoxazepin-7-yl}boronic acid (reagent preparation 23) and 1,1-dimethylethyl {(3R)-1-[(2-amino-5-bromopyridin-3-yl)sulfonyl]pyrrolidin-3-yl}carbamate (reagent preparation 25) in step 1. 1H NMR (400 MHz, d6-DMSO): 8.53 (d, 1H), 8.33 (s, 1H), 7.99 (d, 1H), 7.57 (d, 1H), 7.44 (dd, 1H), 7.01 (d, 1H), 6.75 (brs, 2H), 4.70 (dd, 2H), 4.36 (m, 1H), 4.24 (m, 1H), 3.86 (m, 2H)... Reactants: COC(=O)COc1ccc(CC(NC(=O)OC(C)(C)C)C(=O)OCc2ccccc2)cc1C(=O)OC, CCO. Yields the product COC(=O)COc1ccc(CC(NC(=O)OC(C)(C)C)C(=O)O)cc1C(=O)OC. RXN SMILES: [CH3:1][O:2][C:3]([c:4]1[c:5]([O:30][CH2:31][C:32](=[O:33])[O:34][CH3:35])[cH:6][cH:7][c:8]([CH2:10][CH:11]([NH:12][C:13](=[O:14])[O:15][C:16]([CH3:17])([CH3:18])[CH3:19])[C:20](=[O:21])[O:22][CH2:23][c:24]2[cH:25][cH:26][cH:27][cH:28][cH:29]2)[cH:9]1)=[O:36].[CH3:37][CH2:38][OH:39]>>[CH3:1][O:2][C:3]([c:4]1[c:5]([O:30][CH2:31][C:32](=[O:33])[O:34][CH3:35])[cH:6][cH:7][c:8]([CH2:10][CH:11]([NH:12][C:13](=[O:14])[O:15][C:16]([CH3:17])([CH3:18])[CH3:19])[C:20](=[O:21])[OH:22])[cH:9]1)=[O:36]. Starting materials: C(C(=O)Cl)(=O)Cl (Oxalyl chloride), CO (Methanol), FC=1C=C2C(=C(C(=NC2=CC1)C1=CC(=CC=C1)C(F)(F)F)C)C(=O)O (6-fluoro-3-methyl-2-[3-(trifluoromethyl)phenyl]-4-quinolinecarboxylic acid). Reagents/catalysts: CN(C)C=O (DMF). Solvent: ClCCl (dichloromethane). Reaction conditions: temperature 0 celsius, time 1 hour. Product: FC=1C=C2C(=C(C(=NC2=CC1)C1=CC(=CC=C1)C(F)(F)F)C)C(=O)OC (methyl 6-fluoro-3-methyl-2-[3-(trifluoromethyl)phenyl]-4-quinolinecarboxylate). Yield: 82.3%. As a reaction SMILES: [F:1][C:2]1[CH:3]=[C:4]2[C:9](=[CH:10][CH:11]=1)[N:8]=[C:7]([C:12]1[CH:17]=[CH:16][CH:15]=[C:14]([C:18]([F:21])([F:20])[F:19])[CH:13]=1)[C:6]([CH3:22])=[C:5]2[C:23]([OH:25])=[O:24].[C:26](Cl)(=O)C(Cl)=O.CO>CN(C=O)C.ClCCl>[F:1][C:2]1[CH:3]=[C:4]2[C:9](=[CH:10][CH:11]=1)[N:8]=[C:7]([C:12]1[CH:17]=[CH:16][CH:15]=[C:14]([C:18]([F:21])([F:19])[F:20])[CH:13]=1)[C:6]([CH3:22])=[C:5]2[C:23]([O:25][CH3:26])=[O:24]. Procedure: DMF (5 drops) was added to a suspension of 6-fluoro-3-methyl-2-[3-(trifluoromethyl)phenyl]-4-quinolinecarboxylic acid (11.2 g, 32.1 mmol) in dichloromethane (120 mL) at 0° C. Oxalyl chloride (4.21 mL, 48.1 mmol) was added slowly. The mixture was stirred at 0° C. for 1 h. Methanol (30 mL) was added to the mixture, the mixture was stirred at 0° C. for 2 h and warmed to room temperature overnight. The solvent was removed under reduced pressure, and the residue was diluted with water and treated wit...